From a dataset of the Open Reaction Database (ORD), a public repository of structured organic reaction records. describe an organic reaction: reactants, conditions, products, and yield Reaction SMILES: [BrH:1].[BrH:2].[BrH:3].[C:52](=[O:53])([O-:54])[OH:55].[CH2:4]([CH3:5])[c:6]1[c:7](-[c:14]2[cH:15][cH:16][c:17]3[c:18](-[c:23]4[nH:24][c:25]5[c:26]([n:31]4)[CH2:27][NH:28][CH2:29][CH2:30]5)[n:19][nH:20][c:21]3[cH:22]2)[cH:8][c:9]([F:13])[c:10]([OH:12])[cH:11]1.[CH:43]([N:44]([CH2:45][CH3:46])[CH:47]([CH3:48])[CH3:49])([CH3:50])[CH3:51].[F:32][c:33]1[cH:34][cH:35][c:36]([S:39](=[O:40])(=[O:41])[Cl:42])[cH:37][cH:38]1.[Na+:56].[O:57]=[CH:58][N:59]([CH3:60])[CH3:61]>>[CH2:4]([CH3:5])[c:6]1[c:7](-[c:14]2[cH:15][cH:16][c:17]3[c:18](-[c:23]4[nH:24][c:25]5[c:26]([n:31]4)[CH2:27][N:28]([S:39]([c:36]4[cH:35][cH:34][c:33]([F:32])[cH:38][cH:37]4)(=[O:40])=[O:41])[CH2:29][CH2:30]5)[n:19][nH:20][c:21]3[cH:22]2)[cH:8][c:9]([F:13])[c:10]([OH:12])[cH:11]1. Reactants: Br, Br, Br, O=C([O-])O, CCc1cc(O)c(F)cc1-c1ccc2c(-c3nc4c([nH]3)CCNC4)n[nH]c2c1, CCN(C(C)C)C(C)C, O=S(=O)(Cl)c1ccc(F)cc1, [Na+], CN(C)C=O. Yields the product CCc1cc(O)c(F)cc1-c1ccc2c(-c3nc4c([nH]3)CCN(S(=O)(=O)c3ccc(F)cc3)C4)n[nH]c2c1. Isolated yield 43.0%. As a reaction SMILES: [O:1]=[S:2]1(=[O:21])[CH2:7][CH2:6][CH2:5][CH2:4][N:3]1[C:8]1[N:17]=[C:16]([C:18]#[N:19])[C:15]([OH:20])=[C:14]2[C:9]=1[CH:10]=[CH:11][CH:12]=[N:13]2.[Cl:22][C:23]1[CH:28]=[CH:27][C:26]([CH2:29][C:30]([NH:32][NH2:33])=O)=[CH:25][CH:24]=1>>[Cl:22][C:23]1[CH:24]=[CH:25][C:26]([CH2:29][C:30]2[NH:19][C:18]([C:16]3[C:15]([OH:20])=[C:14]4[C:9]([CH:10]=[CH:11][CH:12]=[N:13]4)=[C:8]([N:3]4[CH2:4][CH2:5][CH2:6][CH2:7][S:2]4(=[O:1])=[O:21])[N:17]=3)=[N:33][N:32]=2)=[CH:27][CH:28]=1. Procedure details: The title compound was prepared in a similar manner to that described in example 3 from 5-(1,1-dioxido-1,2-thiazinan-2-yl)-8-hydroxy-1,6-naphthyridine-7-carbonitrile (75 mg, 0.24 mmol) and 2-(4-chlorophenyl)acetic hydrazide (137 mg, 0.74 mmol) to give a white solid (49 mg, 43%). 1H NMR (CDCl3/CD3OD): δ 9.06 (d, J=3.6 Hz, 1 H), 8.62 (d, J=8.4 Hz, 1 H), 7.66 (dd, J=8.4, 4.0 Hz, 1 H), 7.28-7.21 (m, 4 H), 4.15 (s, 2 H), 3.89 (m, 1 H), 3.82 (m, 1 H), 3.63 (m, 1 H), 3.31 (m, 1 H), 2.41 (m, 3 H), 1.79 ... The product is ClC1=CC=C(CC=2NC(=NN2)C2=NC(=C3C=CC=NC3=C2O)N2S(CCCC2)(=O)=O)C=C1 (7-[5-(4-Chlorobenzyl)-4H-1,2,4-triazol-3-yl]-5-(1,1-dioxido-1,2-thiazinan-2-yl)-1,6-naphthyridin-8-ol), solid. Starting materials: O=S1(N(CCCC1)C1=C2C=CC=NC2=C(C(=N1)C#N)O)=O (5-(1,1-dioxido-1,2-thiazinan-2-yl)-8-hydroxy-1,6-naphthyridine-7-carbonitrile), ClC1=CC=C(C=C1)CC(=O)NN (2-(4-chlorophenyl)acetic hydrazide). Reactants: BrCC1=NSC2=C1C=C(C=C2)N2C(N(C(=CC2=O)C(F)(F)F)C)=O (3-[3-(bromomethyl)-1,2-benzisothiazol-5-yl]-1-methyl-6-(trifluoromethyl)-2,4(1H,3H)-pyrimidinedione), C[S-].[Na+] (sodium thiomethoxide), C[S-].[Na+] (sodium thiomethoxide), C(C)OCC (diethyl ether). The solvent is C(C)#N (acetonitrile), C(Cl)Cl (methylene chloride), O (water), C(Cl)Cl (methylene chloride). Reaction conditions: time 8 hour. Yields the product CN1C(N(C(C=C1C(F)(F)F)=O)C=1C=CC2=C(C(=NS2)CSC)C1)=O (1-Methyl-3-{3-[(methylthio)methyl]-1,2-benzisothiazol-5-yl}-6-(trifluoromethyl)-2,4(1H,3H)-pyrimidinedione). Reaction SMILES: Br[CH2:2][C:3]1[C:7]2[CH:8]=[C:9]([N:12]3[C:17](=[O:18])[CH:16]=[C:15]([C:19]([F:22])([F:21])[F:20])[N:14]([CH3:23])[C:13]3=[O:24])[CH:10]=[CH:11][C:6]=2[S:5][N:4]=1.[CH3:25][S-:26].[Na+].C(OCC)C>C(#N)C.C(Cl)Cl.O>[CH3:23][N:14]1[C:15]([C:19]([F:22])([F:21])[F:20])=[CH:16][C:17](=[O:18])[N:12]([C:9]2[CH:10]=[CH:11][C:6]3[S:5][N:4]=[C:3]([CH2:2][S:26][CH3:25])[C:7]=3[CH:8]=2)[C:13]1=[O:24] |f:1.2|. Procedure: A solution of 3-[3-(bromomethyl)-1,2-benzisothiazol-5-yl]-1-methyl-6-(trifluoromethyl)-2,4(1H,3H)-pyrimidinedione (1.66 g, 3.95 mmol) in acetonitrile is treated with sodium thiomethoxide (0.332 g, 4.74 mmol), stirred overnight at room temperature, treated with additional sodium thiomethoxide (about 15 mg), stirred for one hour, and concentrated in vacuo to obtain a residue. The residue is diluted with methylene chloride and water. The organic phase is separated, washed with brine, dried over anh... The reactants are C([O-])(O)=O.[Na+] (sodium bicarbonate), C(C)(=O)O[BH-](OC(C)=O)OC(C)=O.[Na+] (sodium triacetoxyborohydride), C([O-])(O)=O.[Na+] (sodium bicarbonate), COC1=CC(=C(N)C=C1)[N+](=O)[O-] (4-methoxy-2-nitroaniline), C(C)(=O)O (acetic acid), four. Solvent: ClCCl (dichloromethane), ClCCl (dichloromethane). Reaction conditions: temperature 10 celsius, time 45 minute. Yields the product C1(CC1)CNC1=C(C=C(C=C1)OC)[N+](=O)[O-] (N-(cyclopropylmethyl)-4-methoxy-2-nitroaniline). As a reaction SMILES: [CH3:1][O:2][C:3]1[CH:9]=[CH:8][C:6]([NH2:7])=[C:5]([N+:10]([O-:12])=[O:11])[CH:4]=1.[C:13](O)(=O)[CH3:14].[C:17](O[BH-](OC(=O)C)OC(=O)C)(=O)[CH3:18].[Na+].C(=O)(O)[O-].[Na+]>ClCCl>[CH:13]1([CH2:14][NH:7][C:6]2[CH:8]=[CH:9][C:3]([O:2][CH3:1])=[CH:4][C:5]=2[N+:10]([O-:12])=[O:11])[CH2:18][CH2:17]1 |f:2.3,4.5|. Reported procedure: A 5 L vessel was charged 4-methoxy-2-nitroaniline (1-1, 160 g, 952 mmol) in dichloromethane (2.44 L), cooled to 10° C. and cyclopropanecarboxyaldehyde (100 g, 143 mmol) was added in four 25 gram portions. The vessel was charged with acetic acid (300 ml, 523 mmol) via an addition funnel fitted on the reactor and charged to the reaction mixture over 20 minutes. After 45 minutes, the vessel was charged with sodium triacetoxyborohydride (444 g, 209 mmol) portionwise. The mixture was warmed to ambien...